Dataset: the Open Reaction Database (ORD), a public repository of structured organic reaction records. Task: describe an organic reaction: reactants, conditions, products, and yield The reactants are BrC1=CC=C2C=NNC2=C1 (6-bromo-1H-indazole), [OH-].[Na+] (NaOH), II (iodine). The solvent is O1CCOCC1 (dioxane). Reaction conditions: time 60 minute. Yields the product BrC1=CC=C2C(=NNC2=C1)I (6-bromo-3-iodo-1H-indazole). Reaction SMILES: [Br:1][C:2]1[CH:10]=[C:9]2[C:5]([CH:6]=[N:7][NH:8]2)=[CH:4][CH:3]=1.[OH-].[Na+].[I:13]I>O1CCOCC1>[Br:1][C:2]1[CH:10]=[C:9]2[C:5]([C:6]([I:13])=[N:7][NH:8]2)=[CH:4][CH:3]=1 |f:1.2|. Reported procedure: A solution of 6-bromo-1H-indazole (10 g, 50.8 mmol, commercially available) in dioxane (200 ml) was treated with 3N aqueous NaOH (100 ml). The vigorously stirred mixture was treated with iodine (27.1 g, 107 mmol), added portionwise over 5 minutes then stirred for 60 minutes. The reaction was quenched with 200 ml of 20% citric acid solution, followed by 160 ml of saturated NaHSO3 solution, then partitioned between ethyl acetate and water. The organic extract was dried with MgSO4 and concentrated ... The reactants are C(C1=CC=CC=C1)OC([C@@H](CC(C)C)OC(=O)C=1OC=CC1)=O (benzyl-(R)-2-(2-furoyloxy)-isocaproate), alcohol, [H][H] (hydrogen). The reagents and catalysts are [Pd] (palladium-on-charcoal). Yields the product O1C(=CC=C1)C(=O)O[C@@H](C(=O)O)CC(C)C ((R)-2-(2-furoyloxy)-isocaproic acid). Reaction SMILES: C([O:8][C:9](=[O:23])[C@H:10]([O:15][C:16]([C:18]1[O:19][CH:20]=[CH:21][CH:22]=1)=[O:17])[CH2:11][CH:12]([CH3:14])[CH3:13])C1C=CC=CC=1.[H][H]>[Pd]>[O:19]1[CH:20]=[CH:21][CH:22]=[C:18]1[C:16]([O:15][C@H:10]([CH2:11][CH:12]([CH3:14])[CH3:13])[C:9]([OH:23])=[O:8])=[O:17]. Reported procedure: A total of 55.5 g. of benzyl-(R)-2-(2-furoyloxy)-isocaproate were hydrogenated in 400 ml. of alcohol after the addition of 5 g. of palladium-on-charcoal (5%) until the theoretical amount of hydrogen had been taken up. The catalyst was filtered off by suction and the filtrate evaporated under reduced pressure at 40°. The oil thus obtained was dissolved in 250 ml. of 8% sodium bicarbonate solution and the resulting solution washed twice with 80 ml. portions of ether. The pH of the bicarbonate solu... The reactants are [H-].[Na+] (sodium hydride), FC1=CC=C(C=C1)CC(=O)OC (methyl 4-fluorophenylacetate), FC=1C=C(CBr)C=CC1 (3-fluorobenzyl bromide). Solvent: O1CCCC1 (tetrahydrofuran). Yields the product FC=1C=C(C=CC1)CC(C(=O)O)C1=CC=C(C=C1)F (3-Fluoro-α-(4-fluorophenyl)-benzenepropanoic acid). Yield: 62.9%. As a reaction SMILES: [H-].[Na+].[F:3][C:4]1[CH:9]=[CH:8][C:7]([CH2:10][C:11]([O:13]C)=[O:12])=[CH:6][CH:5]=1.[F:15][C:16]1[CH:17]=[C:18]([CH:21]=[CH:22][CH:23]=1)[CH2:19]Br>O1CCCC1>[F:15][C:16]1[CH:17]=[C:18]([CH2:19][CH:10]([C:7]2[CH:8]=[CH:9][C:4]([F:3])=[CH:5][CH:6]=2)[C:11]([OH:13])=[O:12])[CH:21]=[CH:22][CH:23]=1 |f:0.1|. Procedure: To a solution of 10.8 g of 60% sodium hydride in 400 mL of tetrahydrofuran was added 44.7 g of methyl 4-fluorophenylacetate dropwise. Then, 50 g of 3-fluorobenzyl bromide was added dropwise. The mixture was then heated to reflux for approximately 18 hours. After this time, the reaction was cooled to room temperature and filtered. The filtrate was partitioned between ether and 5% aqueous sodium bicarbonate, and the ether extracts were dried over magnesium sulfate and concentrated to 77.57 g of a ... Reactants: CC(C)(C)OC(=O)N1CC(C=O)C(C(C)(C)O[SiH2]C(C)(C)C)C1, CC(C)N, CC#N, ClCCCl, O. Yields the product CC(C)NCC1CN(C(=O)OC(C)(C)C)CC1C(C)(C)O[SiH2]C(C)(C)C. As a reaction SMILES: [C:1]([CH3:2])([CH3:3])([CH3:4])[O:5][C:6](=[O:7])[N:8]1[CH2:9][CH:10]([C:15]([O:16][SiH2:17][C:18]([CH3:19])([CH3:20])[CH3:21])([CH3:22])[CH3:23])[CH:11]([CH:13]=[O:14])[CH2:12]1.[CH3:24][CH:25]([CH3:26])[NH2:27].[CH3:28][C:29]#[N:30].[Cl:32][CH2:33][CH2:34][Cl:35].[OH2:31]>>[C:1]([CH3:2])([CH3:3])([CH3:4])[O:5][C:6](=[O:7])[N:8]1[CH2:9][CH:10]([C:15]([O:16][SiH2:17][C:18]([CH3:19])([CH3:20])[CH3:21])([CH3:22])[CH3:23])[CH:11]([CH2:13][NH:27][CH:25]([CH3:24])[CH3:26])[CH2:12]1.